This data is from the Open Reaction Database (ORD), a public repository of structured organic reaction records. The task is: describe an organic reaction: reactants, conditions, products, and yield Run at temperature 0 celsius, time 8 hour. The reagents and catalysts are CCCCCCCC[N+](C)(CCCCCCCC)CCCCCCCC.[Cl-] (Aliquat 336). Solvent: C(C)OCC (diethyl ether), C(C)(C)(C)OC (methyl tert-butyl ether), C(C)(=O)OCC (ethyl acetate). Reactants: CC1=C(NC=C1)C(=O)NC1=CC=CC=C1 (3-methyl-N-phenyl-1H-pyrrole-2-carboxamide), [OH-].[Na+] (sodium hydroxide), aqueous solution, Cl[O-].[Na+] (sodium hypochlorite), [OH-].[NH4+] (ammonium hydroxide), [Cl-].[NH4+] (ammonium chloride). As a reaction SMILES: [OH-].[Na+].[OH-].[NH4+:4].[Cl-].[NH4+].[CH3:7][C:8]1[CH:12]=[CH:11][NH:10][C:9]=1[C:13]([NH:15][C:16]1[CH:21]=[CH:20][CH:19]=[CH:18][CH:17]=1)=[O:14].Cl[O-].[Na+]>CCCCCCCC[N+](CCCCCCCC)(CCCCCCCC)C.[Cl-].C(OCC)C.C(OCC)(=O)C.C(OC)(C)(C)C>[NH2:4][N:10]1[CH:11]=[CH:12][C:8]([CH3:7])=[C:9]1[C:13]([NH:15][C:16]1[CH:21]=[CH:20][CH:19]=[CH:18][CH:17]=1)=[O:14] |f:0.1,2.3,4.5,7.8,9.10|. The product is NN1C(=C(C=C1)C)C(=O)NC1=CC=CC=C1 (1-Amino-3-methyl-N-phenyl-1H-pyrrole-2-carboxamide). Procedure: In a three-necked flask it was placed aqueous solution of sodium hydroxide (32%, 95 mL, 665 mmol), ammonium hydroxide solution (8M, 31 mL, 250 mmol), ammonium chloride (10.7 g, 200 mmol) and Aliquat 336 (1.34 g, 3.3 mmol). Afterwards, a solution of 3-methyl-N-phenyl-1H-pyrrole-2-carboxamide (6.6 g, 33.2 mmol) dissolved in 140 mL diethyl ether and 70 mL methyl tert-butyl ether was added and the mixture was cooled at 0° C. affording a suspension. Over this suspension, a 10% aqueous solution of sod... Yield: 105.5%. Starting materials: Cl.BrC1=CC=C(CN(N)C2=CC=C(C=C2)OC)C=C1 (N-(p-Bromobenzyl)-N-(4-methoxyphenyl)hydrazine hydrochloride), O=C(CC1=C(C(=O)O)C=CC=C1)C (2-(2-oxopropyl)benzoic acid), C(C)(=O)O (acetic acid). Solvent: C1(=CC=CC=C1)C (toluene). Reaction conditions: temperature 65 celsius. The product is BrC1=CC=C(CN2C(=C(C3=CC(=CC=C23)OC)C2=C(C(=O)O)C=CC=C2)C)C=C1 (2-(1-(4-Bromobenzyl)-5-methoxy-2-methyl-1 H-indol-3-yl) benzoic acid). The yield is 36.0%. As a reaction SMILES: Cl.[Br:2][C:3]1[CH:19]=[CH:18][C:6]([CH2:7][N:8]([C:10]2[CH:15]=[CH:14][C:13]([O:16][CH3:17])=[CH:12][CH:11]=2)N)=[CH:5][CH:4]=1.O=[C:21]([CH3:32])[CH2:22][C:23]1[CH:31]=[CH:30][CH:29]=[CH:28][C:24]=1[C:25]([OH:27])=[O:26].C(O)(=O)C>C1(C)C=CC=CC=1>[Br:2][C:3]1[CH:19]=[CH:18][C:6]([CH2:7][N:8]2[C:10]3[C:15](=[CH:14][C:13]([O:16][CH3:17])=[CH:12][CH:11]=3)[C:22]([C:23]3[CH:31]=[CH:30][CH:29]=[CH:28][C:24]=3[C:25]([OH:27])=[O:26])=[C:21]2[CH3:32])=[CH:5][CH:4]=1 |f:0.1|. Procedure details: A solution of the hydrazine from Example 1, Step 5, (675 mg, 2.2 mmol), 2-(2-oxopropyl)benzoic acid (425 mg, 2.4 mmol) and acetic acid (314 μL, 5.5 mmol) in toluene was warmed to 65° C. for 1-- h after what the mixture was evaporated and acetic acid was removed with the help of heptane in vacuo. To a portion of the residue (100 mg) in dioxane (1 mL) was added 4M HCl in dioxane (2 mL) and the mixture was heated to 65° C. for 1 h. It was then cooled to 25° C. and poured on a mixture of ice water a... Starting materials: COC(=O)CCc1ccc(OCc2cccc(Br)c2)cc1, O=C([O-])[O-], CCOc1ccccc1B(O)O, CCO, CCOC(C)=O, Cc1ccccc1, [K+], [K+]. Product: CCOc1ccccc1-c1cccc(COc2ccc(CCC(=O)OC)cc2)c1. Reaction SMILES: [Br:1][c:2]1[cH:3][c:4]([CH2:5][O:6][c:7]2[cH:8][cH:9][c:10]([CH2:13][CH2:14][C:15](=[O:16])[O:17][CH3:18])[cH:11][cH:12]2)[cH:19][cH:20][cH:21]1.[C:34](=[O:35])([O-:36])[O-:37].[CH2:22]([CH3:23])[O:24][c:25]1[c:26]([B:31]([OH:32])[OH:33])[cH:27][cH:28][cH:29][cH:30]1.[CH3:40][CH2:41][OH:42].[CH3:43][CH2:44][O:45][C:46](=[O:47])[CH3:48].[CH3:49][c:50]1[cH:51][cH:52][cH:53][cH:54][cH:55]1.[K+:38].[K+:39]>>[c:2]1(-[c:26]2[c:25]([O:24][CH2:22][CH3:23])[cH:30][cH:29][cH:28][cH:27]2)[cH:3][c:4]([CH2:5][O:6][c:7]2[cH:8][cH:9][c:10]([CH2:13][CH2:14][C:15](=[O:16])[O:17][CH3:18])[cH:11][cH:12]2)[cH:19][cH:20][cH:21]1. The reactants are CCOC(C)=O, CCO, CC1(C)Oc2ccc([N+](=O)[O-])cc2C2OC21C, C1COCCO1, O, O=c1cccc[nH]1. Product: CC1(C)Oc2ccc([N+](=O)[O-])cc2C(n2ccccc2=O)C1(C)O. Reaction SMILES: [CH3:26][CH2:27][O:28][C:29](=[O:30])[CH3:31].[CH3:32][CH2:33][OH:34].[N+:1](=[O:2])([O-:3])[c:4]1[cH:5][cH:6][c:7]2[c:8]([cH:17]1)[CH:9]1[C:10]([CH3:16])([C:11]([CH3:13])([CH3:14])[O:12]2)[O:15]1.[O:35]1[CH2:36][CH2:37][O:38][CH2:39][CH2:40]1.[OH2:25].[nH:18]1[c:19](=[O:24])[cH:20][cH:21][cH:22][cH:23]1>>[N+:1](=[O:2])([O-:3])[c:4]1[cH:5][cH:6][c:7]2[c:8]([cH:17]1)[CH:9]([n:18]1[c:19](=[O:24])[cH:20][cH:21][cH:22][cH:23]1)[C:10]([OH:15])([CH3:16])[C:11]([CH3:13])([CH3:14])[O:12]2. Starting materials: ClB(Cl)Cl, CCC1c2cc(F)ccc2-c2cc(Br)ccc2N1S(=O)(=O)c1ccc(OC)cc1, CCCC[N+](CCCC)(CCCC)CCCC, ClCCl, [I-]. Yields the product CCC1c2cc(F)ccc2-c2cc(Br)ccc2N1S(=O)(=O)c1ccc(O)cc1. Reaction SMILES: [B:30]([Cl:31])([Cl:32])[Cl:33].[Br:1][c:2]1[cH:3][c:4]2[c:13]([cH:14][cH:15]1)[N:12]([S:16](=[O:17])(=[O:18])[c:19]1[cH:20][cH:21][c:22]([O:25][CH3:26])[cH:23][cH:24]1)[CH:11]([CH2:27][CH3:28])[c:10]1[c:5]-2[cH:6][cH:7][c:8]([F:29])[cH:9]1.[CH2:38]([N+:39]([CH2:40][CH2:41][CH2:42][CH3:43])([CH2:44][CH2:45][CH2:46][CH3:47])[CH2:48][CH2:49][CH2:50][CH3:51])[CH2:52][CH2:53][CH3:54].[Cl:34][CH2:35][Cl:36].[I-:37]>>[Br:1][c:2]1[cH:3][c:4]2[c:13]([cH:14][cH:15]1)[N:12]([S:16](=[O:17])(=[O:18])[c:19]1[cH:20][cH:21][c:22]([OH:25])[cH:23][cH:24]1)[CH:11]([CH2:27][CH3:28])[c:10]1[c:5]-2[cH:6][cH:7][c:8]([F:29])[cH:9]1. The reactants are NC(C(=O)OC)(C)C1=CC=C(C=C1)O (methyl 2-amino-2-(4-hydroxyphenyl)propionate), C(#N)C1=C(C=C(C=C1)N=C=O)C(F)(F)F (4-cyano-3-trifluoromethylphenyl isocyanate). Product: O=C1N(C(C(N1)(C)C1=CC=C(C=C1)O)=O)C1=CC(=C(C#N)C=C1)C(F)(F)F (4-[2,5-dioxo-4-(4-hydroxyphenyl)-4-methylimidazolidin-1-yl]-2-trifluoromethylbenzonitrile). As a reaction SMILES: [NH2:1][C:2]([C:8]1[CH:13]=[CH:12][C:11]([OH:14])=[CH:10][CH:9]=1)([CH3:7])[C:3]([O:5]C)=O.[C:15]([C:17]1[CH:22]=[CH:21][C:20]([N:23]=[C:24]=[O:25])=[CH:19][C:18]=1[C:26]([F:29])([F:28])[F:27])#[N:16]>>[O:25]=[C:24]1[NH:1][C:2]([C:8]2[CH:13]=[CH:12][C:11]([OH:14])=[CH:10][CH:9]=2)([CH3:7])[C:3](=[O:5])[N:23]1[C:20]1[CH:21]=[CH:22][C:17]([C:15]#[N:16])=[C:18]([C:26]([F:27])([F:28])[F:29])[CH:19]=1. Procedure: This product is prepared as in Example 5, starting from 10.71 g of methyl 2-amino-2-(4-hydroxyphenyl)propionate using 4-cyano-3-trifluoromethylphenyl isocyanate. 16.83 g of product are obtained (Yd=82%). Reactants: N#CC1CCNCC1, [BH3-]C#N, C1CCOC1, CCOC1(O[Si](C)(C)C)CC1, CC(=O)O, CO, [Na+]. Yields the product N#CC1CCN(C2CC2)CC1. As a reaction SMILES: [C:1](#[N:2])[CH:3]1[CH2:4][CH2:5][NH:6][CH2:7][CH2:8]1.[C:24]([BH3-:25])#[N:26].[CH2:30]1[O:31][CH2:32][CH2:33][CH2:34]1.[CH2:9]([O:10][C:12]1([O:11][Si:15]([CH3:16])([CH3:17])[CH3:18])[CH2:13][CH2:14]1)[CH3:19].[CH3:20][C:21](=[O:22])[OH:23].[CH3:28][OH:29].[Na+:27]>>[C:1](#[N:2])[CH:3]1[CH2:4][CH2:5][N:6]([CH:12]2[CH2:13][CH2:14]2)[CH2:7][CH2:8]1.